This data is from the Open Reaction Database (ORD), a public repository of structured organic reaction records. The task is: describe an organic reaction: reactants, conditions, products, and yield Reactants: COC(=O)OC, O=C1CCc2cc(Cl)ccc21, [H-], [Na+], c1ccccc1. Yields the product COC(=O)C1Cc2cc(Cl)ccc2C1=O. RXN SMILES: [CH3:12][O:13][C:14](=[O:15])[O:16][CH3:17].[Cl:1][c:2]1[cH:3][c:4]2[c:8]([cH:9][cH:10]1)[C:7](=[O:11])[CH2:6][CH2:5]2.[H-:18].[Na+:19].[cH:20]1[cH:21][cH:22][cH:23][cH:24][cH:25]1>>[Cl:1][c:2]1[cH:3][c:4]2[c:8]([cH:9][cH:10]1)[C:7](=[O:11])[CH:6]([C:14]([O:13][CH3:12])=[O:15])[CH2:5]2. Starting materials: C1(CC1)C=1C(=CC(=NC1)C(=O)NC(C(=O)O)C(C)(C)C)O[C@H](C(F)(F)F)C (2-[[5-cyclopropyl-4-[(1S)-2,2,2-trifluoro-1-methyl-ethoxy]pyridine-2-carbonyl]amino]-3,3-dimethyl-butanoic acid), Cl.CN (methanamine hydrochloride). The product is C1(CC1)C=1C(=CC(=NC1)C(=O)NC(C(=O)NC)C(C)(C)C)O[C@H](C(F)(F)F)C (5-cyclopropyl-N-[3,3-dimethyl-1-(methylamino)-1-oxobutan-2-yl]-4-[(2S)-1,1,1-trifluoropropan-2-yl]oxypyridine-2-carboxamide). As a reaction SMILES: [CH:1]1([C:4]2[C:5]([O:21][C@@H:22]([CH3:27])[C:23]([F:26])([F:25])[F:24])=[CH:6][C:7]([C:10]([NH:12][CH:13]([C:17]([CH3:20])([CH3:19])[CH3:18])[C:14](O)=[O:15])=[O:11])=[N:8][CH:9]=2)[CH2:3][CH2:2]1.Cl.[CH3:29][NH2:30]>>[CH:1]1([C:4]2[C:5]([O:21][C@@H:22]([CH3:27])[C:23]([F:24])([F:25])[F:26])=[CH:6][C:7]([C:10]([NH:12][CH:13]([C:17]([CH3:19])([CH3:18])[CH3:20])[C:14]([NH:30][CH3:29])=[O:15])=[O:11])=[N:8][CH:9]=2)[CH2:3][CH2:2]1 |f:1.2|. Procedure details: The title compound was synthesized in analogy to Example 112e, using 2-[[5-cyclopropyl-4-[(1S)-2,2,2-trifluoro-1-methyl-ethoxy]pyridine-2-carbonyl]amino]-3,3-dimethyl-butanoic acid (Example 199b) and methanamine hydrochloride as starting materials and isolated (28 mg, 54%); MS (ESI, m/z): 402.6 (M+H+). Starting materials: CCN(CC)CC1CCCCN1CCN, CC#N, Cc1scc2c1N(C(=O)Cl)c1ccccc1NC2=O. Yields the product CCN(CC)CC1CCCCN1CCNC(=O)N1c2ccccc2NC(=O)c2csc(C)c21. RXN SMILES: [CH2:20]([CH3:21])[N:22]([CH2:23][CH3:24])[CH2:25][CH:26]1[N:27]([CH2:32][CH2:33][NH2:34])[CH2:28][CH2:29][CH2:30][CH2:31]1.[CH3:35][C:36]#[N:37].[Cl:1][C:2](=[O:3])[N:4]1[c:5]2[c:6]([cH:16][s:17][c:18]2[CH3:19])[C:7](=[O:15])[NH:8][c:9]2[c:10]1[cH:11][cH:12][cH:13][cH:14]2>>[C:2](=[O:3])([N:4]1[c:5]2[c:6]([cH:16][s:17][c:18]2[CH3:19])[C:7](=[O:15])[NH:8][c:9]2[c:10]1[cH:11][cH:12][cH:13][cH:14]2)[NH:34][CH2:33][CH2:32][N:27]1[CH:26]([CH2:25][N:22]([CH2:20][CH3:21])[CH2:23][CH3:24])[CH2:31][CH2:30][CH2:29][CH2:28]1. The reactants are CN(C)C=O (DMF), FC=1C=C(C#N)C=CC1F (3,4-Difluorobenzonitrile), [H-].[Na+] (Sodium hydride), S1C(=CC=C1)S (Thiophene thiol). Run in petroleum ether, O (H2O). Yields the product C(#N)C1=CC(=C(C=C1)SC=1SC=CC1)F ((4-cyano-2-fluorophenylthio)thiophene). RXN SMILES: [H-].[Na+].CN(C=O)C.[S:8]1[CH:12]=[CH:11][CH:10]=[C:9]1[SH:13].[F:14][C:15]1[CH:16]=[C:17]([CH:20]=[CH:21][C:22]=1F)[C:18]#[N:19]>O>[C:18]([C:17]1[CH:20]=[CH:21][C:22]([S:13][C:9]2[S:8][CH:12]=[CH:11][CH:10]=2)=[C:15]([F:14])[CH:16]=1)#[N:19] |f:0.1|. Procedure details: Sodium hydride (1.80 g 60% dispersion in oil, 0.045 mol) was washed with petroleum ether then suspended in freshly degassed DMF (50 ml). Thiophene thiol (5.22 g, 0.045 mol) was added dropwise under nitrogen and the mixture was stirred until gas evolution ceased. 3,4-Difluorobenzonitrile (5.0 g, 0.036 mol) was added portionwise and the mixture was refluxed about 1.5 hours, after which the mixture was cooled to room temperature. The reaction mixture was poured into cold H2O and extracted with 3×10... Reactants: BrC=1C2=C(N=CN1)N(C=C2)S(=O)(=O)C2=CC=CC=C2 (4-bromo-7-(phenylsulfonyl)-7H-pyrrolo[2,3-d]pyrimidine), COCCOC.C(C)O (1,2-dimethyoxyethane ethanol), C([O-])([O-])=O.[Na+].[Na+] (sodium carbonate), FC=1C=CC(=C(C1)B(O)O)OC ((5-fluoro-2-methoxyphenyl)boronic acid), dichlorobis(triphenylphosphine) palladium(II). Run in C(C)(=O)OCC (ethyl acetate). Conditions: temperature 100 celsius. The product is FC=1C=CC(=C(C1)C=1C2=C(N=CN1)N(C=C2)S(=O)(=O)C2=CC=CC=C2)OC (4-(5-fluoro-2-methoxyphenyl)-7-(phenylsulfonyl)-7H-pyrrolo[2,3-d]pyrimidine). Reaction SMILES: Br[C:2]1[C:3]2[CH:10]=[CH:9][N:8]([S:11]([C:14]3[CH:19]=[CH:18][CH:17]=[CH:16][CH:15]=3)(=[O:13])=[O:12])[C:4]=2[N:5]=[CH:6][N:7]=1.COCCOC.C(O)C.C(=O)([O-])[O-].[Na+].[Na+].[F:35][C:36]1[CH:37]=[CH:38][C:39]([O:45][CH3:46])=[C:40](B(O)O)[CH:41]=1>C(OCC)(=O)C>[F:35][C:36]1[CH:41]=[CH:40][C:39]([O:45][CH3:46])=[C:38]([C:2]2[C:3]3[CH:10]=[CH:9][N:8]([S:11]([C:14]4[CH:19]=[CH:18][CH:17]=[CH:16][CH:15]=4)(=[O:13])=[O:12])[C:4]=3[N:5]=[CH:6][N:7]=2)[CH:37]=1 |f:1.2,3.4.5|. Procedure: To a suspension of Example 3A (5 g, 14.79 mmol) in 2:1 1,2-dimethyoxyethane/ethanol (150 mL) was added 2M aqueous sodium carbonate (29.6 mL, 59.1 mmol), (5-fluoro-2-methoxyphenyl)boronic acid (3.02 g, 17.74 mmol) and dichlorobis(triphenylphosphine) palladium(II) (1.038 g, 1.479 mmol). The mixture was heated at 100° C. for 1.5 hours, cooled and diluted with 100 mL ethyl acetate. The organic layer was washed with saturated sodium bicarbonate solution, water, and brine, dried over magnesium sulfate...